Dataset: the Open Reaction Database (ORD), a public repository of structured organic reaction records. Task: describe an organic reaction: reactants, conditions, products, and yield Starting materials: C(C)(=O)C1=CC=CC=C1 (acetophenone), [H][H] (hydrogen), glass, FC(C(F)(F)[*:1])(F)[*:2] (polytetrafluoroethylene), [H][H] (hydrogen), [H][H] (hydrogen), [H][H] (hydrogen), trans-RuCl2[(S)-xylbinap][(S)-daipen], [BH4-].[Na+] (sodium borohydride), C(C)(=O)C1=CC=CC=C1 (Acetophenone). Reagents/catalysts: [Ru](Cl)(Cl)Cl (ruthenium chloride). The solvent is CC(C)O (2-propanol), CC(C)O (2-propanol). Reaction conditions: time 5 minute. The product is C1(=CC=CC=C1)[C@@H](C)O ((R)-1-phenylethanol). Isolated yield 95.0%. Reaction SMILES: [C:1]([C:4]1[CH:9]=[CH:8][CH:7]=[CH:6][CH:5]=1)(=[O:3])[CH3:2].[BH4-].[Na+].[H][H]>[Ru](Cl)(Cl)Cl.CC(O)C>[C:4]1([C@H:1]([OH:3])[CH3:2])[CH:9]=[CH:8][CH:7]=[CH:6][CH:5]=1 |f:1.2|. Reported procedure: A ruthenium hydride complex was then prepared using the ruthenium chloride thus obtained, and this complex was used without isolation to carry out chiral hydrogenation of acetophenone. That is, trans-RuCl2[(S)-xylbinap][(S)-daipen] (1.5 mg; 0.00125 mmol) and sodium borohydride (0.9 mg; 0.025 mmol) were weighed and placed in a 100 mL glass autoclave equipped with a stirrer coated with polytetrafluoroethylene, and after depressurizing the interior of the vessel to eliminate air, argon was introduc... Reactants: C[C@@H]1CN(C[C@@H](N1)C)C=1C(=CC(=C(N)C1)OC)OC (5-(cis-3,5-dimethyl-1-piperazinyl)-2,4-bis(methyloxy)aniline), IC1=CC=C(C=C1)S(=O)(=O)Cl (4-iodobenzenesulfonyl chloride). Yields the product C[C@@H]1CN(C[C@@H](N1)C)C=1C(=CC(=C(C1)NS(=O)(=O)C1=CC=C(C=C1)I)OC)OC (N-[5-(cis-3,5-Dimethyl-1-piperazinyl)-2,4-bis(methyloxy)phenyl]-4-iodobenzenesulfonamide). As a reaction SMILES: [CH3:1][C@H:2]1[NH:7][C@@H:6]([CH3:8])[CH2:5][N:4]([C:9]2[C:10]([O:18][CH3:19])=[CH:11][C:12]([O:16][CH3:17])=[C:13]([CH:15]=2)[NH2:14])[CH2:3]1.[I:20][C:21]1[CH:26]=[CH:25][C:24]([S:27](Cl)(=[O:29])=[O:28])=[CH:23][CH:22]=1>>[CH3:1][C@H:2]1[NH:7][C@@H:6]([CH3:8])[CH2:5][N:4]([C:9]2[C:10]([O:18][CH3:19])=[CH:11][C:12]([O:16][CH3:17])=[C:13]([NH:14][S:27]([C:24]3[CH:25]=[CH:26][C:21]([I:20])=[CH:22][CH:23]=3)(=[O:29])=[O:28])[CH:15]=2)[CH2:3]1. Procedure details: The title compound was prepared from 5-(cis-3,5-dimethyl-1-piperazinyl)-2,4-bis(methyloxy)aniline (D25) and 4-iodobenzenesulfonyl chloride using a similar procedure to that described for Example 81. MS (ES+) m/e 532 [M+H]+. The reactants are C1CCNCC1, COc1ccc(C=CC(=O)Cl)cc1, c1ccccc1. Yields the product COc1ccc(C=CC(=O)N2CCCCC2)cc1. As a reaction SMILES: [CH2:1]1[CH2:2][CH2:3][NH:4][CH2:5][CH2:6]1.[CH3:7][O:8][c:9]1[cH:10][cH:11][c:12]([CH:13]=[CH:14][C:15](=[O:16])[Cl:17])[cH:18][cH:19]1.[cH:20]1[cH:21][cH:22][cH:23][cH:24][cH:25]1>>[CH2:1]1[CH2:2][CH2:3][N:4]([C:15]([CH:14]=[CH:13][c:12]2[cH:11][cH:10][c:9]([O:8][CH3:7])[cH:19][cH:18]2)=[O:16])[CH2:5][CH2:6]1.